This data is from the Open Reaction Database (ORD), a public repository of structured organic reaction records. The task is: describe an organic reaction: reactants, conditions, products, and yield Reactants: 17.6, [OH-].[K+] (potassium hydroxide), 40, C(C)(C)(C)C1=C(C=CC=C1)O (o-t-butylphenol), C(Cl)C1CO1 (epichlorhydrin). The solvent is O (water), O (water), C(C)O (ethanol), C(C)O (ethanol). Product: 43, C(C)(C)(C)C1=C(OCC2CO2)C=CC=C1 (3-(2-t-butylphenoxy)-1,2-epoxypropane). Reaction SMILES: [C:1]([C:5]1[CH:10]=[CH:9][CH:8]=[CH:7][C:6]=1[OH:11])([CH3:4])([CH3:3])[CH3:2].[CH2:12]([CH:14]1[O:16][CH2:15]1)Cl.[OH-].[K+]>C(O)C.O>[C:1]([C:5]1[CH:10]=[CH:9][CH:8]=[CH:7][C:6]=1[O:11][CH2:12][CH:14]1[O:16][CH2:15]1)([CH3:4])([CH3:2])[CH3:3] |f:2.3|. Procedure details: To a solution of 40 parts of o-t-butylphenol, 75 parts of epichlorhydrin, and 40 parts of ethanol boiling under reflux with stirring was added dropwise over 10 minutes a solution of 17.6 parts of potassium hydroxide dissolved in 66 parts of ethanol and the minimum amount of water. The mixture was stirred and refluxed for 105 minutes, cooled, diluted with water, and well extracted with ether, which was then washed with water, dried over magnesium sulphate, and evaporated to an oil. Distillation a... Starting materials: CN(C)CCO (DMEA), C(C)(C)(C)OC(=O)N1CCC(CC1)C1=NC=NC2=CC(=CC=C12)OCCCN1C=NN=C1 (4-[7-(3-[1,2,4]Triazol-4-yl-propoxy)-quinazolin-4-yl]-piperidine-1-carboxylic acid tert-butyl ester), C(=O)(C(F)(F)F)O (TFA), [Al] (aluminum), Cl.[N+](=O)([O-])C1=CC=C(C=C1)OC(NC=1C=NC(=CC1)N1CCOCC1)=O ((6-morpholin-4-yl-pyridin-3-yl)-carbamic acid-4-nitrophenyl ester hydrochloride). Solvent: C(Cl)(Cl)Cl (CHCl3). Reaction conditions: temperature 40 celsius, time 1.5 hour. Product: N1(CCOCC1)C1=CC=C(C=N1)NC(=O)N1CCC(CC1)C1=NC=NC2=CC(=CC=C12)OCCCN1C=NN=C1 (4-[7-(3-[1,2,4]Triazol-4-yl-propoxy)-quinazolin-4-yl]-piperidine-1-carboxylic acid (6-morpholin-4-yl-pyridin-3-yl)-amide), C(C)(C)(C)OC(=O)N1CCC(CC1)C1=NC=NC2=CC(=CC=C12)F (4-(7-fluoro-quinazolin-4-yl)-piperidin-1-carboxylic acid tert-butyl ester). As a reaction SMILES: [C:1]([O:5][C:6]([N:8]1[CH2:13][CH2:12][CH:11]([C:14]2[C:23]3[C:18](=[CH:19][C:20]([O:24][CH2:25][CH2:26][CH2:27][N:28]4[CH:32]=[N:31][N:30]=[CH:29]4)=[CH:21][CH:22]=3)[N:17]=[CH:16][N:15]=2)[CH2:10][CH2:9]1)=[O:7])([CH3:4])([CH3:3])[CH3:2].[C:33](O)([C:35]([F:38])(F)F)=O.[Al].CN(CCO)C.Cl.[N+](C1C=CC(OC(=O)[NH:59][C:60]2[CH:61]=[N:62][C:63]([N:66]3[CH2:71][CH2:70][O:69][CH2:68][CH2:67]3)=[CH:64][CH:65]=2)=CC=1)([O-])=O>C(Cl)(Cl)Cl>[N:66]1([C:63]2[N:62]=[CH:61][C:60]([NH:59][C:6]([N:8]3[CH2:13][CH2:12][CH:11]([C:14]4[C:23]5[C:18](=[CH:19][C:20]([O:24][CH2:25][CH2:26][CH2:27][N:28]6[CH:32]=[N:31][N:30]=[CH:29]6)=[CH:21][CH:22]=5)[N:17]=[CH:16][N:15]=4)[CH2:10][CH2:9]3)=[O:7])=[CH:65][CH:64]=2)[CH2:71][CH2:70][O:69][CH2:68][CH2:67]1.[C:1]([O:5][C:6]([N:8]1[CH2:13][CH2:12][CH:11]([C:14]2[C:23]3[C:18](=[CH:19][C:35]([F:38])=[CH:33][CH:22]=3)[N:17]=[CH:16][N:15]=2)[CH2:10][CH2:9]1)=[O:7])([CH3:4])([CH3:3])[CH3:2] |f:4.5|. Procedure: The crude 4-[7-(3-[1,2,4]Triazol-4-yl-propoxy)-quinazolin-4-yl]-piperidine-1-carboxylic acid tert-butyl ester, as prepared in the previous step, was treated with TFA (70 μL) at 100° C. in a sealed vial for 10 min (aluminum block). CHCl3 (450 μL) and DMEA (140 μL, 1.3 mmol) were added, and one-half of the resulting homogeneous amber solution was treated with (6-morpholin-4-yl-pyridin-3-yl)-carbamic acid-4-nitrophenyl ester hydrochloride (22 mg, 58 μmol), as prepared in Example 80a, and stirred at...